From a dataset of the Open Reaction Database (ORD), a public repository of structured organic reaction records. describe an organic reaction: reactants, conditions, products, and yield The reactants are C(C)(C)(C)OC(N[C@@H](CC(=O)N1CC=2N(CC1)C(=NC2C(NCC#N)=O)C(F)(F)F)CC2=C(C=C(C(=C2)F)F)F)=O ((R)-[3-[1-(cyanomethyl-carbamoyl)-3-trifluoromethyl-5,6-dihydro-8H-imidazo[1,5-a]pyrazin-7-yl]-3-oxo-1-(2,4,5-trifluoro-benzyl)-propyl]-carbamic acid tert-butyl ester), ClCCl (dichloromethane), FC(C(=O)O)(F)F (trifluoroacetic acid). Yields the product Cl.C(#N)CNC(=O)C=1N=C(N2C1CN(CC2)C(C[C@@H](CC2=C(C=C(C(=C2)F)F)F)N)=O)C(F)(F)F ((R)-7-[3-amino-4-(2,4,5-trifluoro-phenyl)-butyryl]-3-trifluoromethyl-5,6,7,8-tetrahydro-imidazo[1,5-a]pyrazine-1-carboxylic acid cyanomethyl-amide hydrochloride). Reaction SMILES: C(OC(=O)[NH:7][C@H:8]([CH2:31][C:32]1[CH:37]=[C:36]([F:38])[C:35]([F:39])=[CH:34][C:33]=1[F:40])[CH2:9][C:10]([N:12]1[CH2:17][CH2:16][N:15]2[C:18]([C:27]([F:30])([F:29])[F:28])=[N:19][C:20]([C:21](=[O:26])[NH:22][CH2:23][C:24]#[N:25])=[C:14]2[CH2:13]1)=[O:11])(C)(C)C.FC(F)(F)C(O)=O.[Cl:49]CCl>>[ClH:49].[C:24]([CH2:23][NH:22][C:21]([C:20]1[N:19]=[C:18]([C:27]([F:30])([F:29])[F:28])[N:15]2[CH2:16][CH2:17][N:12]([C:10](=[O:11])[CH2:9][C@H:8]([NH2:7])[CH2:31][C:32]3[CH:37]=[C:36]([F:38])[C:35]([F:39])=[CH:34][C:33]=3[F:40])[CH2:13][C:14]=12)=[O:26])#[N:25] |f:3.4|. Reported procedure: (R)-[3-[1-(Cyanomethyl-carbamoyl)-3-trifluoromethyl-5,6-dihydro-8H-imidazo[1,5-a]pyrazin-7-yl]-3-oxo-1-(2,4,5-trifluoro-benzyl)-propyl]-carbamic acid tert-butyl ester 4a (0.3 g, 0.25 mmol) was dissolved in 10 mL of dichloromethane, and 5 mL of trifluoroacetic acid was then added to the solution. The reaction mixture was reacted at room temperature for 1 hour until thin lay chromatography showed the starting material disappeared. The reaction mixture was concentrated under reduced pressure to obt...